Dataset: the Open Reaction Database (ORD), a public repository of structured organic reaction records. Task: describe an organic reaction: reactants, conditions, products, and yield The reactants are CC(C)=O, CCCCCC, Cl, O=C1c2cc(CCCCOC(=O)C(F)(F)F)ccc2OCc2sccc21. The product is O=C1c2cc(CCCCO)ccc2OCc2sccc21. As a reaction SMILES: [CH3:27][C:28](=[O:29])[CH3:30].[CH3:32][CH2:33][CH2:34][CH2:35][CH2:36][CH3:37].[ClH:31].[F:1][C:2]([F:3])([F:4])[C:25]([O:5][CH2:6][CH2:7][CH2:8][CH2:9][c:10]1[cH:11][cH:12][c:13]2[c:14]([cH:24]1)[C:15](=[O:23])[c:16]1[c:17]([s:20][cH:21][cH:22]1)[CH2:18][O:19]2)=[O:26]>>[OH:5][CH2:6][CH2:7][CH2:8][CH2:9][c:10]1[cH:11][cH:12][c:13]2[c:14]([cH:24]1)[C:15](=[O:23])[c:16]1[c:17]([s:20][cH:21][cH:22]1)[CH2:18][O:19]2. Reactants: [H-].[Na+] (Sodium hydride), CC1(OCC(O1)CO)C ((2,2-dimethyl-1,3-dioxolan-4-yl)methanol), BrC/C=C/[Sn](CCCC)(CCCC)CCCC ([(1E)-3-bromoprop-1-enyl](tributyl)stannane). Run in CN(C)C=O (DMF). Run at temperature 20 celsius, time 20 hour. Yields the product C(CCC)[Sn](\C=C\COCC1OC(OC1)(C)C)(CCCC)CCCC (Tributyl{(1E)-3-[(2,2-dimethyl-1,3-dioxolan-4-yl)methoxy]prop-1-enyl}stannane). Reaction SMILES: [H-].[Na+].[CH3:3][C:4]1([CH3:11])[O:8][CH:7]([CH2:9][OH:10])[CH2:6][O:5]1.Br[CH2:13]/[CH:14]=[CH:15]/[Sn:16]([CH2:25][CH2:26][CH2:27][CH3:28])([CH2:21][CH2:22][CH2:23][CH3:24])[CH2:17][CH2:18][CH2:19][CH3:20]>CN(C=O)C>[CH2:25]([Sn:16]([CH2:21][CH2:22][CH2:23][CH3:24])([CH2:17][CH2:18][CH2:19][CH3:20])/[CH:15]=[CH:14]/[CH2:13][O:10][CH2:9][CH:7]1[CH2:6][O:5][C:4]([CH3:11])([CH3:3])[O:8]1)[CH2:26][CH2:27][CH3:28] |f:0.1|. Procedure: Sodium hydride (215 mg) was added to a solution of (2,2-dimethyl-1,3-dioxolan-4-yl)methanol (644 mg) in dry DMF (25 mL) at 0° C. [(1E)-3-bromoprop-1-enyl](tributyl)stannane (1.00 g) was added to the reaction mixture after 10 min. The reaction mixture was stirred for 20 h at 20° C. and then quenched with saturated NH4Cl (aq.). Extraction with EtOAc and drying (Na2SO4) of the organic phase gave, after concentration in vacuo, the crude product. Purification was done by chromatography eluting with p...